Dataset: the Open Reaction Database (ORD), a public repository of structured organic reaction records. Task: describe an organic reaction: reactants, conditions, products, and yield Starting materials: C([O-])([O-])=O.[K+].[K+] (potassium carbonate), ClC1=NC=CC=C1[N+](=O)[O-] (2-Chloro-3-nitropyridine), N[C@H](C(=O)O)C ((S)-2-aminopropanoic acid). Solvent: CCO (EtOH), O (water). Reaction conditions: temperature 0 celsius. Product: [N+](=O)([O-])C=1C(=NC=CC1)N[C@@H](C(=O)O)C ((R)-2-(3-nitropyridin-2-ylamino)propanoic Acid). Yield: 69.2%. Reaction SMILES: Cl[C:2]1[C:7]([N+:8]([O-:10])=[O:9])=[CH:6][CH:5]=[CH:4][N:3]=1.C(=O)([O-])[O-].[K+].[K+].[NH2:17][C@@H:18]([CH3:22])[C:19]([OH:21])=[O:20]>CCO.O>[N+:8]([C:7]1[C:2]([NH:17][C@H:18]([CH3:22])[C:19]([OH:21])=[O:20])=[N:3][CH:4]=[CH:5][CH:6]=1)([O-:10])=[O:9] |f:1.2.3|. Reported procedure: 2-Chloro-3-nitropyridine (500 mg, 3.15 mmol) was dissolved in EtOH (12.5 ml), added potassium carbonate (435 mg, 3.15 mmol) and to this mixture (S)-2-aminopropanoic acid (561 mg, 6.3 mmol) in 2.5 ml water was added and refluxed for overnight. Reaction mixture cooled to 0° C. to obtain the solid. Then EtOH was removed on rotavapour and acidified with 2N HCl and solid filtered and dried on vacuum to obtain the title compound (460 mg) as an yellow solid.